From a dataset of the Open Reaction Database (ORD), a public repository of structured organic reaction records. describe an organic reaction: reactants, conditions, products, and yield The reactants are NC(=O)c1c2ccc(Br)cc2nn1-c1ccc(F)cc1, O=C([O-])O, [Na+], O, O=S(=O)(O)O. Product: O=C(O)c1c2ccc(Br)cc2nn1-c1ccc(F)cc1. Reaction SMILES: [Br:1][c:2]1[cH:3][cH:4][c:5]2[c:6]([C:18](=[O:19])[NH2:20])[n:7](-[c:11]3[cH:12][cH:13][c:14]([F:17])[cH:15][cH:16]3)[n:8][c:9]2[cH:10]1.[C:21]([O-:22])(=[O:23])[OH:24].[Na+:25].[OH2:31].[S:26](=[O:27])(=[O:28])([OH:29])[OH:30]>>[Br:1][c:2]1[cH:3][cH:4][c:5]2[c:6]([C:18]([OH:19])=[O:22])[n:7](-[c:11]3[cH:12][cH:13][c:14]([F:17])[cH:15][cH:16]3)[n:8][c:9]2[cH:10]1. The reactants are CO (Methanol), COC(C(CC1=CNC2=CC=C(C=C12)OCC)(C)N)=O ((+/−)-2-amino-3-(5-ethoxy-1H-indol-3-yl)-2-methyl-propionic acid methyl ester), OC=1C=C(C=O)C=CC1 (3-hydroxybenzaldehyde), FC(C(=O)O)(F)F (trifluoroacetic acid). Run in ClCCl (dichloromethane), ClCCl (dichloromethane). Run at time 6 hour. The product is COC(=O)C1(NC(C=2NC3=CC=C(C=C3C2C1)OCC)C1=CC(=CC=C1)O)C ((1RS,3SR)-1-(3-hydroxy-phenyl)-6-ethoxy-3-methyl-2,3,4,9-tetrahydro-1H-beta-carboline-3-carboxylic acid methyl ester). Yield: 92.0%. As a reaction SMILES: [CH3:1][O:2][C:3](=[O:20])[C:4]([NH2:19])([CH3:18])[CH2:5][C:6]1[C:14]2[C:9](=[CH:10][CH:11]=[C:12]([O:15][CH2:16][CH3:17])[CH:13]=2)[NH:8][CH:7]=1.[OH:21][C:22]1[CH:23]=[C:24]([CH:27]=[CH:28][CH:29]=1)[CH:25]=O.FC(F)(F)C(O)=O.CO>ClCCl>[CH3:1][O:2][C:3]([C:4]1([CH3:18])[CH2:5][C:6]2[C:14]3[C:9](=[CH:10][CH:11]=[C:12]([O:15][CH2:16][CH3:17])[CH:13]=3)[NH:8][C:7]=2[CH:25]([C:24]2[CH:27]=[CH:28][CH:29]=[C:22]([OH:21])[CH:23]=2)[NH:19]1)=[O:20]. Reported procedure: A mixture of (+/−)-2-amino-3-(5-ethoxy-1H-indol-3-yl)-2-methyl-propionic acid methyl ester (829 mg, 3 mmol), 3-hydroxybenzaldehyde (439 mg, 3.6 mmol) and trifluoroacetic acid (223 μl, 3 mmol) in dry dichloromethane (40 ml) is stirred for 6 h under argon. Methanol (2 ml) is added to dissolve the precipitated product and the mixture is diluted with dichloromethane (150 ml). It is washed with saturated aqueous NaHCO3 (2×50 ml) and water (2×50 ml), is dried, and the solvent is removed under reduced ... Starting materials: Compound 36, C(C)(=O)Cl (acetyl chloride), ClC1([C@H]([C@H]1C1=CC=CC=C1)C1=CC=C(C=C1)OC(C)=O)Cl (1,1-Dichloro-cis-2-(p-acetoxyphenyl)-3-phenylcyclopropane). Solvent: N1=CC=CC=C1 (pyridine). Yields the product ClC1(C(C1C1=CC=CC=C1)(C1=CC=C(C=C1)OC(C)=O)C1=CC=C(C=C1)OC(C)=O)Cl (1,1-Dichloro-2,2-bis-(p-acetoxyphenyl)-3-phenylcyclopropane). RXN SMILES: [C:1](Cl)(=[O:3])[CH3:2].[Cl:5][C:6]1([Cl:25])[C@H:8]([C:9]2[CH:14]=[CH:13][CH:12]=[CH:11][CH:10]=2)[C@@H:7]1[C:15]1[CH:20]=[CH:19][C:18]([O:21][C:22](=[O:24])[CH3:23])=[CH:17][CH:16]=1>N1C=CC=CC=1>[Cl:5][C:6]1([Cl:25])[CH:8]([C:9]2[CH:10]=[CH:11][CH:12]=[CH:13][CH:14]=2)[C:7]1([C:15]1[CH:16]=[CH:17][C:18]([O:21][C:22](=[O:24])[CH3:23])=[CH:19][CH:20]=1)[C:6]1[CH:7]=[CH:15][C:1]([O:3][C:18](=[O:21])[CH3:17])=[CH:2][CH:8]=1. Reported procedure: Acetylation of Compound 36 (0.6 g, 0.0016 mol) was performed with pyridine (0.8 mL) and acetyl chloride (0.8 mL) as described in the preparation of Compound 10. The crude product was chromatographed (silica gel; CH2Cl2 /acetone, 98:2) to provide 0.02 g colorless amorphous solid, mp 74°-75° C. The fractions eluted with CH2Cl2 /acetone (95:5) had both the acetate and the phenolic products, which were subjected to acetylation. Additional purification provided a total 0.1 g of Compound 37 (13.7%). 1... Starting materials: CCOc1ccc(S(=O)(=O)N2CCN(CC)CC2)cc1C(=N)N, CCO, Cl, NN, O. Product: CCOc1ccc(S(=O)(=O)N2CCN(CC)CC2)cc1C(=N)NN. As a reaction SMILES: [CH2:2]([CH3:3])[O:4][c:5]1[c:6]([C:7](=[NH:8])[NH2:9])[cH:10][c:11]([S:14](=[O:15])(=[O:16])[N:17]2[CH2:18][CH2:19][N:20]([CH2:23][CH3:24])[CH2:21][CH2:22]2)[cH:12][cH:13]1.[CH3:28][CH2:29][OH:30].[ClH:1].[NH2:26][NH2:27].[OH2:25]>>[CH2:2]([CH3:3])[O:4][c:5]1[c:6]([C:7](=[NH:8])[NH:9][NH2:26])[cH:10][c:11]([S:14](=[O:15])(=[O:16])[N:17]2[CH2:18][CH2:19][N:20]([CH2:23][CH3:24])[CH2:21][CH2:22]2)[cH:12][cH:13]1.